From a dataset of the Open Reaction Database (ORD), a public repository of structured organic reaction records. describe an organic reaction: reactants, conditions, products, and yield Starting materials: acyl azide, C(C)(C)(C)O (t-butanol), S(=O)(=O)([O-])C1=CC=C(C)C=C1.[NH+]1=CC=CC=C1 (pyridinium tosylate), C1(=CC=CC=C1)C (toluene), C1(=CC=CC=C1)C (toluene). Run at temperature 100 celsius. Product: title compound, N1(CC=CCC1)C(=O)OCC1=CC=CC=C1 (benzyl 1,2,5,6-tetrahydropyridine-1-carboxylate). The yield is 7.5%. Reaction SMILES: [C:1]([OH:5])(C)(C)C.S(C1C=CC(C)=CC=1)([O-])(=O)=[O:7].[NH+:17]1[CH:22]=[CH:21][CH:20]=[CH:19][CH:18]=1.[C:23]1([CH3:29])[CH:28]=[CH:27][CH:26]=[CH:25][CH:24]=1>>[N:17]1([C:1]([O:5][CH2:29][C:23]2[CH:28]=[CH:27][CH:26]=[CH:25][CH:24]=2)=[O:7])[CH2:22][CH2:21][CH:20]=[CH:19][CH2:18]1 |f:1.2|. Procedure details: A solution of the acyl azide in toluene (150 ml) was added dropwise to a toluene solution (150 ml) of t-butanol (30 ml) and pyridinium tosylate (9 mg) at 100° C. After completion of the addition, the reaction mixture was maintained at 100° C. for 12 hours. The reaction mixture was concentrated in vacuo, and the residue was chromatographed on silica gel (eluant: 20% ethyl acetate/hexane), providing the title compound as a viscous yellow oil, (2.4 g, 6.9 mmol, 7.5% yield from benzyl 1,2,5,6-tetrah...